describe an organic reaction: reactants, conditions, products, and yield From a dataset of the Open Reaction Database (ORD), a public repository of structured organic reaction records. The reactants are C1(=CC=CC=C1)S(=O)(=O)N1C(=CC=2C1=NC=C(C2Cl)Br)I (1-benzenesulfonyl-5-bromo-4-chloro-2-iodo-1H-pyrrolo[2,3-b]pyridine), BrC=1C(=C2C(=NC1)N(C(=C2)I)S(=O)(=O)C2=C(C=CC=C2)I)Cl (5-bromo-4-chloro-2-iodo-1-(2-iodobenzenesulfonyl)-1H-pyrrolo[2,3-b]pyridine), [OH-].[Na+] (NaOH). The solvent is C1CCOC1 (THF), CO (methanol). Reaction conditions: time 30 minute. Yields the product BrC=1C(=C2C(=NC1)NC(=C2)I)Cl (5-Bromo-4-chloro-2-iodo-1H-pyrrolo[2,3-b]pyridine). As a reaction SMILES: C1(S([N:10]2[C:14]3=[N:15][CH:16]=[C:17]([Br:20])[C:18]([Cl:19])=[C:13]3[CH:12]=[C:11]2[I:21])(=O)=O)C=CC=CC=1.BrC1C(Cl)=C2C=C(I)N(S(C3C=CC=CC=3I)(=O)=O)C2=NC=1.[OH-].[Na+]>C1COCC1.CO>[Br:20][C:17]1[C:18]([Cl:19])=[C:13]2[CH:12]=[C:11]([I:21])[NH:10][C:14]2=[N:15][CH:16]=1 |f:2.3|. Reported procedure: To a solution of a 4:6 mixture of 1-benzenesulfonyl-5-bromo-4-chloro-2-iodo-1H-pyrrolo[2,3-b]pyridine and 5-bromo-4-chloro-2-iodo-1-(2-iodobenzenesulfonyl)-1H-pyrrolo[2,3-b]pyridine (100 mg, 0.178 mmol) in THF (4 mL) was added 3N NaOH in methanol (1 mL), and the mixture was stirred at RT for 30 min. The reaction was quenched with saturated ammonium chloride solution (2 mL), water (5 mL) was added, and the mixture was filtered. The precipitate obtained was washed with water (3×10 mL) followed by ... Reactants: ClC=1C=CC(=C(C(=O)N(CCC2=CC(=CC=C2)C(F)(F)F)CC2=CC=C(C=C2)O)C1)NC (5-chloro-N-(4-hydroxy-benzyl)-2-methylamino-N-[2-(3-trifluoromethyl-phenyl)-ethyl]-benzamide), BrCC(C(F)(F)F)O (3-bromo-1,1,1-trifluoro-2-propanol), C([O-])([O-])=O.[K+].[K+] (potassium carbonate). The solvent is CN(C)C=O (DMF), O (water), [Cl-].[Na+].O (brine). Run at time 65 hour. Yields the product ClC=1C=CC(=C(C(=O)N(CCC2=CC(=CC=C2)C(F)(F)F)CC2=CC=C(C=C2)OCC(C(F)(F)F)O)C1)NC (5-chloro-2-methylamino-N-[4-(3,3,3-trifluoro-2-hydroxy-propoxy)-benzyl]-N-[2-(3-trifluoromethyl-phenyl)-ethyl]-benzamide). Yield: 59.3%. RXN SMILES: [Cl:1][C:2]1[CH:3]=[CH:4][C:5]([NH:31][CH3:32])=[C:6]([CH:30]=1)[C:7]([N:9]([CH2:22][C:23]1[CH:28]=[CH:27][C:26]([OH:29])=[CH:25][CH:24]=1)[CH2:10][CH2:11][C:12]1[CH:17]=[CH:16][CH:15]=[C:14]([C:18]([F:21])([F:20])[F:19])[CH:13]=1)=[O:8].Br[CH2:34][CH:35]([OH:40])[C:36]([F:39])([F:38])[F:37].C(=O)([O-])[O-].[K+].[K+]>CN(C=O)C.O.[Cl-].[Na+].O>[Cl:1][C:2]1[CH:3]=[CH:4][C:5]([NH:31][CH3:32])=[C:6]([CH:30]=1)[C:7]([N:9]([CH2:22][C:23]1[CH:24]=[CH:25][C:26]([O:29][CH2:34][CH:35]([OH:40])[C:36]([F:39])([F:38])[F:37])=[CH:27][CH:28]=1)[CH2:10][CH2:11][C:12]1[CH:17]=[CH:16][CH:15]=[C:14]([C:18]([F:21])([F:19])[F:20])[CH:13]=1)=[O:8] |f:2.3.4,7.8.9|. Reported procedure: A suspension of 80 mg (0.17 mmol) of 5-chloro-N-(4-hydroxy-benzyl)-2-methylamino-N-[2-(3-trifluoromethyl-phenyl)-ethyl]-benzamide, 40 mg (0.21 mmol) 3-bromo-1,1,1-trifluoro-2-propanol and 57 mg (0.41 mmol) of potassium carbonate in 3 ml DMF was stirred at RT for 65 hours. The reaction mixture was then diluted with 15 ml water and 15 ml brine, and extracted twice with ethylacetate. The combined organic layers were washed with brine, dried over magnesium sulfate, filtered and concentrated in vacuo... Yields the product C(C=C)C1=C(C(=CC(=C1)[N+](=O)[O-])Cl)O (2-allyl-6-chloro-4-nitrophenol). RXN SMILES: C([O:4][C:5]1[CH:10]=[CH:9][C:8]([N+:11]([O-:13])=[O:12])=[CH:7][C:6]=1[Cl:14])C=C.C(N(CC)[C:18]1[CH:23]=CC=C[CH:19]=1)C.Cl>>[CH2:23]([C:10]1[CH:9]=[C:8]([N+:11]([O-:13])=[O:12])[CH:7]=[C:6]([Cl:14])[C:5]=1[OH:4])[CH:18]=[CH2:19]. Reaction conditions: temperature 210 celsius, time 6 hour. Reactants: C(C=C)OC1=C(C=C(C=C1)[N+](=O)[O-])Cl (1-(allyloxy)-2-chloro-4-nitrobenzene), C(C)N(C1=CC=CC=C1)CC (N,N-diethylaniline), Cl (hydrochloric acid). Procedure: A mixture of 1-(allyloxy)-2-chloro-4-nitrobenzene (55.2 g) and N,N-diethylaniline (50.0 mL) was stirred at 210° C. for 6 hours, and then followed by stirring at 175° C. overnight. At room temperature, the pH of the reaction mixture was adjusted to 1 by the addition of concentrated hydrochloric acid, followed by extraction with ether. The organic layer was washed with saturated brine and then dried over anhydrous sodium sulfate, the insoluble materials were separated by filtration, and the filtra... The reactants are B, CCC(=O)NCC(O)c1ccc(OCc2ccccc2)cc1, C1CCOC1, CSC. Yields the product CCCNCC(O)c1ccc(OCc2ccccc2)cc1. As a reaction SMILES: [BH3:26].[CH2:1]([c:2]1[cH:3][cH:4][cH:5][cH:6][cH:7]1)[O:8][c:9]1[cH:10][cH:11][c:12]([CH:15]([CH2:16][NH:17][C:18]([CH2:19][CH3:20])=[O:21])[OH:22])[cH:13][cH:14]1.[CH2:27]1[O:28][CH2:29][CH2:30][CH2:31]1.[CH3:23][S:24][CH3:25]>>[CH2:1]([c:2]1[cH:3][cH:4][cH:5][cH:6][cH:7]1)[O:8][c:9]1[cH:10][cH:11][c:12]([CH:15]([CH2:16][NH:17][CH2:18][CH2:19][CH3:20])[OH:22])[cH:13][cH:14]1. Reactants: C(#N)[BH3-].[Na+] (Sodium cyanoborohydride), FC1=C2C=CNC2=CC=C1 (4-fluoro-1H-indole). Run in C(C)(=O)O (acetic acid). Run at time 2 hour. Product: FC1=C2CCNC2=CC=C1 (4-fluoroindoline). Yield: 49.2%. Reaction SMILES: C([BH3-])#N.[Na+].[F:5][C:6]1[CH:14]=[CH:13][CH:12]=[C:11]2[C:7]=1[CH:8]=[CH:9][NH:10]2>C(O)(=O)C>[F:5][C:6]1[CH:14]=[CH:13][CH:12]=[C:11]2[C:7]=1[CH2:8][CH2:9][NH:10]2 |f:0.1|. Reported procedure: Sodium cyanoborohydride (1.86 g, 29.62 mmol) was added portion wise to a solution of 4-fluoro-1H-indole (2 g, 14.81 mmol) in acetic acid (20 mL) at 0° C. and stirred at ambient temperature for 2 h. The resulting mixture was concentrated in vacuo and partitioned between ethyl acetate (100 mL) and water (100 mL). The organic layer was separated and the aqueous layer was extracted with ethyl acetate (5×30 mL). The combined organic layers were then washed with water (5×20 mL), sodium bicarbonate sol...